From a dataset of the Open Reaction Database (ORD), a public repository of structured organic reaction records. describe an organic reaction: reactants, conditions, products, and yield Starting materials: C1OC(C)(CCC=C(CCC=C(C)C)CO)OC1 (2,2-ethylenedioxy-6-hydroxymethyl-10-methyl-5,9-undecadien), C(O)([O-])=O.[Na+] (sodium hydrogencarbonate), N1=C(C=CC=C1)CC(=O)OC(CC1=NC=CC=C1)=O (pyridine-acetic anhydride), C1(=CC=C(C=C1)S(=O)(=O)O)C (p-toluenesulfonic acid). Run in CO (methanol). Reaction conditions: time 8 hour. Product: C(C)(=O)OC\C(=C/CCC(C)=O)\CCC=C(C)C ((Z)-6-Acetoxymethyl-10-methyl-5,9-undecadien-2-one). RXN SMILES: C1C[O:17][C:3]([CH2:5][CH2:6][CH:7]=[C:8]([CH2:15][OH:16])[CH2:9][CH2:10][CH:11]=[C:12]([CH3:14])[CH3:13])([CH3:4])O1.N1C=CC=CC=1[CH2:25][C:26](OC(=O)CC1C=CC=CN=1)=[O:27].C1(C)C=CC(S(O)(=O)=O)=CC=1.C(=O)([O-])O.[Na+]>CO>[C:26]([O:16][CH2:15]/[C:8](/[CH2:9][CH2:10][CH:11]=[C:12]([CH3:13])[CH3:14])=[CH:7]\[CH2:6][CH2:5][C:3](=[O:17])[CH3:4])(=[O:27])[CH3:25] |f:3.4|. Reported procedure: 7.2 g of the alcohol thus obtained was acetylated with anhydrous pyridine-acetic anhydride in the usual way and dissolved in 70 ml of methanol. To this solution was added 70 mg of p-toluenesulfonic acid, and the mixture was allowed to stand overnight at room temperature. The resultant was neutralized with an aqueous sodium hydrogencarbonate solution and extracted with n-hexane. There was obtained 7.2 g of the desired product.